Dataset: the Open Reaction Database (ORD), a public repository of structured organic reaction records. Task: describe an organic reaction: reactants, conditions, products, and yield The reactants are C(C)(=O)O.FC(OC1=CC=C(C=C1)N1C(C2(CC1)CCNCC2)=O)(F)F (2-(4-trifluoromethoxy-phenyl)-2,8-diaza-spiro[4.5]decan-1-one acetic acid salt), C1(=CC=CC=C1)C(C(=O)Cl)CC (2-phenyl-butyryl chloride). The product is C1(=CC=CC=C1)C(C(=O)N1CCC2(CCN(C2=O)C2=CC=C(C=C2)OC(F)(F)F)CC1)CC (8-(2-Phenyl-butyryl)-2-(4-trifluoromethoxy-phenyl)-2,8-diaza-spiro[4.5]decan-1-one). RXN SMILES: C(O)(=O)C.[F:5][C:6]([F:26])([F:25])[O:7][C:8]1[CH:13]=[CH:12][C:11]([N:14]2[CH2:18][CH2:17][C:16]3([CH2:23][CH2:22][NH:21][CH2:20][CH2:19]3)[C:15]2=[O:24])=[CH:10][CH:9]=1.[C:27]1([CH:33]([CH2:37][CH3:38])[C:34](Cl)=[O:35])[CH:32]=[CH:31][CH:30]=[CH:29][CH:28]=1>>[C:27]1([CH:33]([CH2:37][CH3:38])[C:34]([N:21]2[CH2:20][CH2:19][C:16]3([C:15](=[O:24])[N:14]([C:11]4[CH:12]=[CH:13][C:8]([O:7][C:6]([F:5])([F:25])[F:26])=[CH:9][CH:10]=4)[CH2:18][CH2:17]3)[CH2:23][CH2:22]2)=[O:35])[CH:32]=[CH:31][CH:30]=[CH:29][CH:28]=1 |f:0.1|. Procedure details: The title compound was prepared in analogy to example 7 step A from 2-(4-trifluoromethoxy-phenyl)-2,8-diaza-spiro[4.5]decan-1-one acetic acid salt (described in example 180 step C) and 2-phenyl-butyryl chloride. Off-white solid. MS (ESI): 461.4 (MH+). Product: CCOC(OCC)C(C)N(Cc1cccc2cccnc12)C(=O)C(Cc1ccc(OC(C)(C)C)cc1)NC(=O)CONC(=O)NCc1cccc2ccccc12. Reaction SMILES: [NH2:21][CH:22]([C:23](=[O:24])[N:25]([CH2:26][c:27]1[cH:28][cH:29][cH:30][c:31]2[cH:32][cH:33][cH:34][n:35][c:36]12)[CH:37]([CH:38]([O:39][CH2:40][CH3:41])[O:42][CH2:43][CH3:44])[CH3:45])[CH2:46][c:47]1[cH:48][cH:49][c:50]([O:53][C:54]([CH3:55])([CH3:56])[CH3:57])[cH:51][cH:52]1.[c:1]1([CH2:11][NH:12][C:13]([NH:14][O:15][CH2:16][C:17](=[O:18])[OH:19])=[O:20])[cH:2][cH:3][cH:4][c:5]2[cH:6][cH:7][cH:8][cH:9][c:10]12>>[c:1]1([CH2:11][NH:12][C:13]([NH:14][O:15][CH2:16][C:17](=[O:19])[NH:21][CH:22]([C:23](=[O:24])[N:25]([CH2:26][c:27]2[cH:28][cH:29][cH:30][c:31]3[cH:32][cH:33][cH:34][n:35][c:36]23)[CH:37]([CH:38]([O:39][CH2:40][CH3:41])[O:42][CH2:43][CH3:44])[CH3:45])[CH2:46][c:47]2[cH:48][cH:49][c:50]([O:53][C:54]([CH3:55])([CH3:56])[CH3:57])[cH:51][cH:52]2)=[O:20])[cH:2][cH:3][cH:4][c:5]2[cH:6][cH:7][cH:8][cH:9][c:10]12. Starting materials: CCOC(OCC)C(C)N(Cc1cccc2cccnc12)C(=O)C(N)Cc1ccc(OC(C)(C)C)cc1, O=C(O)CONC(=O)NCc1cccc2ccccc12. The reactants are C#CC(C)(O)CSCC, CN(C)C=O, [H-], CI, [Na+]. The product is C#CC(C)(CSCC)OC. As a reaction SMILES: [CH2:1]([CH3:2])[S:3][CH2:4][C:5]([C:6]#[CH:7])([OH:8])[CH3:9].[CH3:14][N:15]([CH3:16])[CH:17]=[O:18].[H-:10].[I:12][CH3:13].[Na+:11]>>[CH2:1]([CH3:2])[S:3][CH2:4][C:5]([C:6]#[CH:7])([O:8][CH3:13])[CH3:9]. Starting materials: C1CCOC1, CCc1oc2ccccc2c1C(=O)c1cc(Br)c(O)c(Br)c1, O=C(O)c1ccc(S(=O)(=O)Cl)cc1O, [Na+], O=C([O-])O. Yields the product CCc1oc2ccccc2c1C(=O)c1cc(Br)c(OS(=O)(=O)c2ccc(C(=O)O)c(O)c2)c(Br)c1. Reaction SMILES: [CH2:23]1[O:24][CH2:25][CH2:26][CH2:27]1.[CH3:1][CH2:2][c:3]1[o:4][c:5]2[cH:6][cH:7][cH:8][cH:9][c:10]2[c:11]1[C:12](=[O:13])[c:14]1[cH:15][c:16]([Br:17])[c:18]([OH:19])[c:20]([Br:21])[cH:22]1.[Cl:28][S:29](=[O:30])(=[O:31])[c:32]1[cH:33][c:34]([OH:41])[c:35]([C:36](=[O:37])[OH:38])[cH:39][cH:40]1.[Na+:46].[O-:42][C:43]([OH:44])=[O:45]>>[CH3:1][CH2:2][c:3]1[o:4][c:5]2[cH:6][cH:7][cH:8][cH:9][c:10]2[c:11]1[C:12](=[O:13])[c:14]1[cH:15][c:16]([Br:17])[c:18]([O:19][S:29](=[O:30])(=[O:31])[c:32]2[cH:33][c:34]([OH:41])[c:35]([C:36](=[O:37])[OH:38])[cH:39][cH:40]2)[c:20]([Br:21])[cH:22]1. Reactants: CC([C@H](C)N(C(OC)=O)CCC(=O)C1=CC=C(C=C1)F)(C)C ((S)-methyl 3,3-dimethylbutan-2-yl(3-(4-fluorophenyl)-3-oxopropyl)carbamate), [Br-] (bromide), C1CCOC1 (THF). Reaction conditions: time 8 hour. The product is CC([C@H](C)N(C(OC)=O)CCC(CC=C)(O)C1=CC=C(C=C1)F)(C)C (methyl (S)-3,3-dimethylbutan-2-yl(3-(4-fluorophenyl)-3-hydroxyhex-5-enyl)carbamate). The yield is 92.0%. RXN SMILES: [CH3:1][C:2]([CH3:22])([CH3:21])[C@@H:3]([N:5]([CH2:10][CH2:11][C:12]([C:14]1[CH:19]=[CH:18][C:17]([F:20])=[CH:16][CH:15]=1)=[O:13])[C:6](=[O:9])[O:7][CH3:8])[CH3:4].[Br-].[CH2:24]1[CH2:28]OC[CH2:25]1>>[CH3:22][C:2]([CH3:21])([CH3:1])[C@@H:3]([N:5]([CH2:10][CH2:11][C:12]([C:14]1[CH:19]=[CH:18][C:17]([F:20])=[CH:16][CH:15]=1)([OH:13])[CH2:28][CH:24]=[CH2:25])[C:6](=[O:9])[O:7][CH3:8])[CH3:4]. Reported procedure: To a solution of (S)-methyl 3,3-dimethylbutan-2-yl(3-(4-fluorophenyl)-3-oxopropyl)carbamate (4.5 g, 0.015 mol) in THF (60 mL) was added allymagnesium bromide (1 M, 30 mL, 0.03 mol) dropwise at −78° C. under N2. After adding completely, the reaction mixture was stirred at it overnight. The reaction was quenched with saturated aqueous NH4Cl solution, and the mixture was extracted with EtOAc. The combined organic layer was washed with brine, dried over Na2SO4, filtered and concentrated to give meth... Reactants: C(CC)(=O)C(C(=O)OC)=CNC1=C(C=CC=C1)OC (Methyl 2-propanoyl-3-(2-methoxyphenylamino)acrylate). The solvent is petroleum ether, C1(=CC=CC=C1)OC1=CC=CC=C1 (diphenyl ether). Yields the product C(CC)(=O)C1=CNC2=C(C=CC=C2C1=O)OC (3-propanoyl-8-methoxy-4(1H)-quinolone). Isolated yield 53.1%. RXN SMILES: [C:1]([C:5](=[CH:10][NH:11][C:12]1[CH:17]=[CH:16][CH:15]=[CH:14][C:13]=1[O:18][CH3:19])[C:6]([O:8]C)=O)(=[O:4])[CH2:2][CH3:3]>C1(OC2C=CC=CC=2)C=CC=CC=1>[C:1]([C:5]1[C:6](=[O:8])[C:17]2[C:12](=[C:13]([O:18][CH3:19])[CH:14]=[CH:15][CH:16]=2)[NH:11][CH:10]=1)(=[O:4])[CH2:2][CH3:3]. Reported procedure: Methyl 2-propanoyl-3-(2-methoxyphenylamino)acrylate (77.7 g, 0.29 mol) was added to boiling diphenyl ether (500 ml) then heated at reflux for 1 hour. The solution was partially cooled and poured into high-boiling petroleum ether, then the solid filtered off and washed with 40-60 petroleum ether to give 3-propanoyl-8-methoxy-4(1H)-quinolone (35.6 g, 52%), m.p. 260°-263°. Starting materials: COC(OC)OC, CO, Cc1c(C)c2c(c(C)c1OC(=O)c1ccc([N+](=O)[O-])cc1)C(=O)CC(C)(C)O2, O=[N+]([O-])[O-], O=[N+]([O-])[O-], O=[N+]([O-])[O-], O, O, O, [Tl+3]. Yields the product Cc1c(C)c2c(c(C)c1OC(=O)c1ccc([N+](=O)[O-])cc1)C(C(=O)O)C(C)(C)O2. As a reaction SMILES: [CH3:45][O:46][CH:47]([O:48][CH3:49])[O:50][CH3:51].[CH3:52][OH:53].[N+:1](=[O:2])([O-:3])[c:4]1[cH:5][cH:6][c:7]([C:8](=[O:9])[O:10][c:11]2[c:12]([CH3:26])[c:13]([CH3:25])[c:14]3[c:15]([c:23]2[CH3:24])[C:16](=[O:22])[CH2:17][C:18]([CH3:20])([CH3:21])[O:19]3)[cH:27][cH:28]1.[N+:32](=[O:33])([O-:34])[O-:35].[N+:37]([O-:38])([O-:39])=[O:40].[N+:41]([O-:42])([O-:43])=[O:44].[OH2:29].[OH2:30].[OH2:31].[Tl+3:36]>>[N+:1](=[O:2])([O-:3])[c:4]1[cH:5][cH:6][c:7]([C:8](=[O:9])[O:10][c:11]2[c:12]([CH3:26])[c:13]([CH3:25])[c:14]3[c:15]([c:23]2[CH3:24])[CH:17]([C:16]([OH:22])=[O:33])[C:18]([CH3:20])([CH3:21])[O:19]3)[cH:27][cH:28]1.